describe an organic reaction: reactants, conditions, products, and yield From a dataset of the Open Reaction Database (ORD), a public repository of structured organic reaction records. Yields the product C(C)NC(=O)C=1N=NN(C1C1=CC=C(C=C1)CN1CCOCC1)C1=C(C=C(C(=C1)C(C)C)O)O (1-(2,4-dihydroxy-5-isopropyl-phenyl)-5-(4-morpholin-4-ylmethyl-phenyl)-1H-[1,2,3]triazole-4-carboxylic acid ethylamide). The reagents and catalysts are [OH-].[OH-].[Pd+2] (Pd(OH)2/C). RXN SMILES: [CH2:1]([NH:3][C:4]([C:6]1[N:7]=[N:8][N:9]([C:24]2[CH:29]=[C:28]([CH:30]([CH3:32])[CH3:31])[C:27]([O:33]CC3C=CC=CC=3)=[CH:26][C:25]=2[O:41]CC2C=CC=CC=2)[C:10]=1[C:11]1[CH:16]=[CH:15][C:14]([CH2:17][N:18]2[CH2:23][CH2:22][O:21][CH2:20][CH2:19]2)=[CH:13][CH:12]=1)=[O:5])[CH3:2].[H][H]>CCO.[OH-].[OH-].[Pd+2]>[CH2:1]([NH:3][C:4]([C:6]1[N:7]=[N:8][N:9]([C:24]2[CH:29]=[C:28]([CH:30]([CH3:31])[CH3:32])[C:27]([OH:33])=[CH:26][C:25]=2[OH:41])[C:10]=1[C:11]1[CH:16]=[CH:15][C:14]([CH2:17][N:18]2[CH2:19][CH2:20][O:21][CH2:22][CH2:23]2)=[CH:13][CH:12]=1)=[O:5])[CH3:2] |f:3.4.5|. Starting materials: C(C)NC(=O)C=1N=NN(C1C1=CC=C(C=C1)CN1CCOCC1)C1=C(C=C(C(=C1)C(C)C)OCC1=CC=CC=C1)OCC1=CC=CC=C1 (1-(2,4-bis-benzyloxy-5-isopropyl-phenyl)-5-(4-morpholin-4-ylmethyl-phenyl)-1H-[1,2,3]triazole-4-carboxylic acid ethylamide), [H][H] (hydrogen). Reported procedure: Pd(OH)2/C (0.01 mmol) was added to the intermediate obtained in Step F (0.1 mmol) dissolved in EtOH (5 ml) and the resulting mixture was subjected to hydrogenation under one atmosphere of hydrogen for 1 hour. The catalyst was filtered off through a Celite® pad and the ethanol was removed under reduced pressure. The reaction mixture was purified by column chromatography (DCM/MeOH:90/10) to obtain the title compound as an oil. Yield: 68.0%. Run in CCO (EtOH). Reactants: ice water, NC=1C=NC=NC1 (5-aminopyrimidine), FC1=CC=C(C=C1)C(F)(F)F (p-fluorobenzotrifluoride), CC(C)([O-])C.[K+] (potassium tert-butoxide). Run in CS(=O)C (DMSO), CS(=O)C (dimethyl sulfoxide). Conditions: time 15 minute. The product is FC(C1=CC=C(C=C1)NC=1C=NC=NC1)(F)F (5-(4-trifluoromethylphenyl)aminopyrimidine). Yield: 35.3%. RXN SMILES: CC(C)([O-])C.[K+].[NH2:7][C:8]1[CH:9]=[N:10][CH:11]=[N:12][CH:13]=1.F[C:15]1[CH:20]=[CH:19][C:18]([C:21]([F:24])([F:23])[F:22])=[CH:17][CH:16]=1>CS(C)=O>[F:22][C:21]([F:24])([F:23])[C:18]1[CH:19]=[CH:20][C:15]([NH:7][C:8]2[CH:9]=[N:10][CH:11]=[N:12][CH:13]=2)=[CH:16][CH:17]=1 |f:0.1|. Reported procedure: To 5 ml of dimethyl sulfoxide (DMSO) containing 0.34 g of potassium tert-butoxide was added 0.29 g of 5-aminopyrimidine, followed by stirring at room temperature for about 15 minutes. To the reaction mixture was added dropwise 1 ml of a DMSO solution containing 0.33 g of p-fluorobenzotrifluoride, followed by heating at 60° C. for about 40 minutes. The reaction mixture was allowed to cool and poured into 150 ml of ice-water. The thus formed white crystals were collected by filtration and dried to...